describe an organic reaction: reactants, conditions, products, and yield From a dataset of the Open Reaction Database (ORD), a public repository of structured organic reaction records. Reactants: C1(=CC=CC=C1)CCCCCCCOCC(CN=[N+]=[N-])O (3-(7-phenylheptyloxy)-2-hydroxypropylazide), [H-].[Al+3].[Li+].[H-].[H-].[H-] (lithium aluminum hydride). Solvent: O1CCCC1 (tetrahydrofuran). The product is C1(=CC=CC=C1)CCCCCCCOCC(CN)O (3-(7-Phenylheptyloxy)-2-hydroxypropylamine). The yield is 81.8%. As a reaction SMILES: [C:1]1([CH2:7][CH2:8][CH2:9][CH2:10][CH2:11][CH2:12][CH2:13][O:14][CH2:15][CH:16]([OH:21])[CH2:17][N:18]=[N+]=[N-])[CH:6]=[CH:5][CH:4]=[CH:3][CH:2]=1.[H-].[Al+3].[Li+].[H-].[H-].[H-]>O1CCCC1>[C:1]1([CH2:7][CH2:8][CH2:9][CH2:10][CH2:11][CH2:12][CH2:13][O:14][CH2:15][CH:16]([OH:21])[CH2:17][NH2:18])[CH:6]=[CH:5][CH:4]=[CH:3][CH:2]=1 |f:1.2.3.4.5.6|. Procedure: A procedure similar to that described in Preparation 13 was repeated, except that 1.1 g of 3-(7-phenylheptyloxy)-2-hydroxypropylazide (prepared as described in Preparation 68), 0.287 g of lithium aluminum hydride and 50 ml of anhydrous tetrahydrofuran were used, to give 0.82 g of the title compound having an Rf value of 0.12 (on silica gel thin layer chromatography, using a 5:1:1 by volume mixture of ethyl acetate, ethanol and triethylamine as the developing solvent). The reactants are [N+](=O)([O-])C=1C=C(C=C(C1)C(=O)OC)NC(=O)C1=CC(=CC(=C1)C(=O)OC)[N+](=O)[O-] (3-Nitro-5-methoxycarbonylphenylaminocarbonyl-(3'-nitro-5'-methoxycarbonylbenzene)), NC(CO)CO (serinol). Run at temperature 95 celsius, time 30 minute. The product is [N+](=O)([O-])C=1C=C(C=C(C1)C(=O)NC(CO)CO)NC(=O)C1=CC(=CC(=C1)C(=O)NC(CO)CO)[N+](=O)[O-] (3-Nitro-5-(1,3-dihydroxyprop-2-ylaminocarbonyl)phenylaminocarbonyl-[3'-nitro-5'-(1,3-dihydroxyprop-2-ylaminocarbonyl)benzene]). RXN SMILES: [N+:1]([C:4]1[CH:5]=[C:6]([NH:14][C:15]([C:17]2[CH:22]=[C:21]([C:23](OC)=[O:24])[CH:20]=[C:19]([N+:27]([O-:29])=[O:28])[CH:18]=2)=[O:16])[CH:7]=[C:8]([C:10](OC)=[O:11])[CH:9]=1)([O-:3])=[O:2].[NH2:30][CH:31]([CH2:34][OH:35])[CH2:32][OH:33]>>[N+:1]([C:4]1[CH:5]=[C:6]([NH:14][C:15]([C:17]2[CH:22]=[C:21]([C:23]([NH:30][CH:31]([CH2:34][OH:35])[CH2:32][OH:33])=[O:24])[CH:20]=[C:19]([N+:27]([O-:29])=[O:28])[CH:18]=2)=[O:16])[CH:7]=[C:8]([C:10]([NH:30][CH:31]([CH2:34][OH:35])[CH2:32][OH:33])=[O:11])[CH:9]=1)([O-:3])=[O:2]. Reported procedure: 3-Nitro-5-methoxycarbonylphenylaminocarbonyl-(3'-nitro-5'-methoxycarbonylbenzene) (0.40 g, 1.0 mmol) and serinol (0.23 g, 2.5 mmol) were mixed and heated to 95° C. After 30 min, the pressure was reduced to 200 mm Hg and heating was continued for 3 h. The reaction mixture was purified by preparative HPLC. Yield: 0.27 g (52%). Reactants: C=O (formaldehyde), C(O)C(CC)(CO)CO (trimethylolpropane), C(CCC)=O (n-butyraldehyde). Yields the product C(O)C(C=O)(CC)CO (2,2-dimethylolbutanal), C(O)C(C=O)CC (2-methylolbutanal). As a reaction SMILES: [CH2:1]([C:3]([CH2:8][OH:9])([CH2:6][OH:7])[CH2:4][CH3:5])[OH:2].C(=O)CCC.C=O>>[CH2:6]([C:3]([CH2:8][OH:9])([CH2:4][CH3:5])[CH:1]=[O:2])[OH:7].[CH2:6]([CH:3]([CH2:4][CH3:5])[CH:1]=[O:2])[OH:7]. Procedure: The industrial preparation of trimethylolpropane (TMP) starts out from n-butyraldehyde and formaldehyde that are reacted in a two-stage reaction process. In a first reaction step, 2,2-dimethylolbutanal is formed first in a base-catalyzed aldol condensation via the intermediate 2-methylolbutanal. In a subsequent cross Cannizzaro reaction, trimethylol-propane together with formate salts are formed in the presence of stoichiometric amounts of a base. Starting materials: C(=O)(OC)C1=C(C=CC=C1)C1=CC=C(C=C1)CN1C(=NC(=C1CO)Cl)CCCC (1-[(2'-carbomethoxybiphenyl-4-yl)methyl]-2-butyl-4-chloro-5-hydroxymethylimidazole), C(C)(=O)O (acetic acid). The reagents and catalysts are [O-2].[O-2].[O-2].[Cr+6] (chromium trioxide). Run in O (water), O (water). Run at time 15 minute. Product: C(=O)(O)C1=C(C=CC=C1)C1=CC=C(C=C1)CN1C(=NC(=C1C(=O)O)Cl)CCCC (1-[(2'-carboxybiphenyl-4-yl)methyl]-2-butyl-4-chloroimidazole-5-carboxylic acid). Reaction SMILES: [C:1]([C:5]1[CH:10]=[CH:9][CH:8]=[CH:7][C:6]=1[C:11]1[CH:16]=[CH:15][C:14]([CH2:17][N:18]2[C:22]([CH2:23][OH:24])=[C:21]([Cl:25])[N:20]=[C:19]2[CH2:26][CH2:27][CH2:28][CH3:29])=[CH:13][CH:12]=1)([O:3]C)=[O:2].C(O)(=[O:32])C>O.[O-2].[O-2].[O-2].[Cr+6]>[C:1]([C:5]1[CH:10]=[CH:9][CH:8]=[CH:7][C:6]=1[C:11]1[CH:12]=[CH:13][C:14]([CH2:17][N:18]2[C:22]([C:23]([OH:24])=[O:32])=[C:21]([Cl:25])[N:20]=[C:19]2[CH2:26][CH2:27][CH2:28][CH3:29])=[CH:15][CH:16]=1)([OH:3])=[O:2] |f:3.4.5.6|. Procedure details: To a solution of 1.03 g of 1-[(2'-carbomethoxybiphenyl-4-yl)methyl]-2-butyl-4-chloro-5-hydroxymethylimidazole in 10 mL of anhydrous acetic acid at 25° was added a solution of 0.62 g of chromium trioxide in 10 mL of water. The mixture was stirred at 25° for 15 minutes and then poured into water. The precipitated solids were recovered by filtration and then dissolved in 50 mL of 1.0N aqueous sodium hydroxide solution. The alkaline solution was allowed to stand at 25° overnight and then was acidifi... Reported procedure: To a 20 mL microwave vial was added 1.00 g (2.99 mmol) of 4-Chloro-benzoic acid N′-(4-amino-3-nitro-benzoyl)-hydrazide, 12 mL of THF, and 1.9934 g (8.36 mmol) of burgess reagent. The suspension was placed in the microwave at 150° C. for 30 min. To the orange/yellow suspension was added 5 mL of MeOH and the resulting precipitates were collected by filtration and dried to give the title compound. 1H NMR (400 MHz, DMSO-d6) δ ppm 7.31 (d, J=8.97 Hz, 1H) 7.80 (d, J=8.59 Hz, 2H) 8.12-8.19 (m, 2.7H) 8.... RXN SMILES: [NH2:1][C:2]1[CH:20]=[CH:19][C:5]([C:6]([NH:8][NH:9][C:10](=[O:18])[C:11]2[CH:16]=[CH:15][C:14]([Cl:17])=[CH:13][CH:12]=2)=O)=[CH:4][C:3]=1[N+:21]([O-:23])=[O:22].C1COCC1.CC[N+](S(N=C(OC)[O-])(=O)=O)(CC)CC>CO>[Cl:17][C:14]1[CH:15]=[CH:16][C:11]([C:10]2[O:18][C:6]([C:5]3[CH:19]=[CH:20][C:2]([NH2:1])=[C:3]([N+:21]([O-:23])=[O:22])[CH:4]=3)=[N:8][N:9]=2)=[CH:12][CH:13]=1. The product is ClC1=CC=C(C=C1)C1=NN=C(O1)C1=CC(=C(C=C1)N)[N+](=O)[O-] (4-[5-(4-Chloro-phenyl)-[1,3,4]oxadiazol-2-yl]-2-nitro-phenylamine). Starting materials: NC1=C(C=C(C(=O)NNC(C2=CC=C(C=C2)Cl)=O)C=C1)[N+](=O)[O-] (4-Chloro-benzoic acid N′-(4-amino-3-nitro-benzoyl)-hydrazide), C1CCOC1 (THF), CC[N+](CC)(CC)S(=O)(=O)N=C([O-])OC (burgess reagent). Reaction conditions: time 30 minute. Solvent: CO (MeOH). The reactants are [N+](=O)([O-])C1=CC=C(C=C1)C1=NC=2C(=NC=CC2)N1CC(=O)O (2-(4-nitrophenyl)-3H-imidazo[4,5-b]pyridine-3-acetic acid), C(=O)(N1C=NC=C1)N1C=NC=C1 (1,1'-carbonyldiimidazole), C(CC)NCCC (dipropylamine). Solvent: O1CCCC1 (tetrahydrofuran), O1CCCC1 (tetrahydrofuran). Reaction conditions: time 3 hour. Yields the product [N+](=O)([O-])C1=CC=C(C=C1)C1=NC=2C(=NC=CC2)N1CC(=O)N(CCC)CCC (2-(4-Nitrophenyl)-N,N-dipropyl-3H-imidazo[4,5-b]pyridine-3-acetamide). The yield is 31.9%. Reaction SMILES: [N+:1]([C:4]1[CH:9]=[CH:8][C:7]([C:10]2[N:18]([CH2:19][C:20]([OH:22])=O)[C:13]3=[N:14][CH:15]=[CH:16][CH:17]=[C:12]3[N:11]=2)=[CH:6][CH:5]=1)([O-:3])=[O:2].C(N1C=CN=C1)(N1C=CN=C1)=O.[CH2:35]([NH:38][CH2:39][CH2:40][CH3:41])[CH2:36][CH3:37]>O1CCCC1>[N+:1]([C:4]1[CH:9]=[CH:8][C:7]([C:10]2[N:18]([CH2:19][C:20]([N:38]([CH2:39][CH2:40][CH3:41])[CH2:35][CH2:36][CH3:37])=[O:22])[C:13]3=[N:14][CH:15]=[CH:16][CH:17]=[C:12]3[N:11]=2)=[CH:6][CH:5]=1)([O-:3])=[O:2]. Procedure details: A suspension of crude 2-(4-nitrophenyl)-3H-imidazo[4,5-b]pyridine-3-acetic acid (3.0 g, 0.0101 mole), 1,1'-carbonyldiimidazole (1.63 g, 0.0101 mole) and dry tetrahydrofuran (100 ml) was stirred at room temperature for three hours with nitrogen bubbling through it and then refluxed under nitrogen overnight. The mixture was cooled to room temperature and a solution of dipropylamine (3.06 g, 0.0302 mole) in tetrahydrofuran (5 ml) was added. The suspension was refluxed over the weekend under nitroge... The reactants are CC(=O)OC(C)=O, CC(C)O, Nc1ccc2oc([N+](=O)[O-])c(-c3ccccc3)c2c1, O. Yields the product CC(=O)Nc1ccc2oc([N+](=O)[O-])c(-c3ccccc3)c2c1. Reaction SMILES: [CH3:20][C:21](=[O:22])[O:23][C:24](=[O:25])[CH3:26].[CH:27]([OH:28])([CH3:29])[CH3:30].[NH2:1][c:2]1[cH:3][cH:4][c:5]2[c:6]([c:7](-[c:13]3[cH:14][cH:15][cH:16][cH:17][cH:18]3)[c:8]([N+:10](=[O:11])[O-:12])[o:9]2)[cH:19]1.[OH2:31]>>[NH:1]([c:2]1[cH:3][cH:4][c:5]2[c:6]([c:7](-[c:13]3[cH:14][cH:15][cH:16][cH:17][cH:18]3)[c:8]([N+:10](=[O:11])[O-:12])[o:9]2)[cH:19]1)[C:21]([CH3:20])=[O:22]. Reactants: C(C)(C)(C)OC(=O)N1CC(CC1)(C(NC1=CC=CC=C1)=O)CNC(=O)OCC1=CC=CC=C1 (3-(benzyloxycarbonylamino-methyl)-3-phenylcarbamoyl-pyrrolidine-1-carboxylic acid tert-butyl ester), C(=O)[O-].[NH4+] (ammonium formate). Reagents/catalysts: [Pd] (Pd/C). The solvent is C(Cl)Cl (DCM), CO (methanol). Reaction conditions: temperature 65 celsius, time 1 hour. Product: NCC1(CN(CC1)C(=O)OC(C)(C)C)C(NC1=CC=CC=C1)=O (tert-Butyl 3-aminomethyl-3-phenylcarbamoyl-pyrrolidine-1-carboxylate). Yield: 96.9%. As a reaction SMILES: [C:1]([O:5][C:6]([N:8]1[CH2:12][CH2:11][C:10]([CH2:22][NH:23]C(OCC2C=CC=CC=2)=O)([C:13](=[O:21])[NH:14][C:15]2[CH:20]=[CH:19][CH:18]=[CH:17][CH:16]=2)[CH2:9]1)=[O:7])([CH3:4])([CH3:3])[CH3:2].C([O-])=O.[NH4+]>CO.C(Cl)Cl.[Pd]>[NH2:23][CH2:22][C:10]1([C:13](=[O:21])[NH:14][C:15]2[CH:20]=[CH:19][CH:18]=[CH:17][CH:16]=2)[CH2:11][CH2:12][N:8]([C:6]([O:5][C:1]([CH3:3])([CH3:4])[CH3:2])=[O:7])[CH2:9]1 |f:1.2|. Procedure: To 3-(benzyloxycarbonylamino-methyl)-3-phenylcarbamoyl-pyrrolidine-1-carboxylic acid tert-butyl ester (1200.00 mg; 2.65 mmol; 1.00 eq.) in 30 ml of methanol was added of ammonium formate (1668.40 mg; 26.46 mmol; 10.00 eq.) and 10% Pd/C (wet) 1.2 g. The mixture was stirred at 65° C. for 1 hr and then filtered. The filtrate was concentrated to give the crude, which was dissolved in DCM and washed with 5% NaHCO3, brine, dried and concentrated to afford the title compound (820 mg, 97%). Starting materials: Cl.COC([C@@H](N)CC1=CC(I)=C(C(I)=C1)OC1=CC(I)=C(C=C1)O)=O (triiodothyronine methyl ester hydrochloride), C1(CCCCC1)N=C=NC1CCCCC1 (dicyclohexylcarbodiimide), CPC(C(=O)O)C (methylphosphinopropionic acid), C(C)N1CCOCC1 (N-ethylmorpholine). The solvent is CN(C=O)C (dimethylformamide), CN(C=O)C (dimethylformamide). Reaction conditions: time 28 hour. The product is COC([C@@H](NC(CCPC)=O)CC1=CC(I)=C(C(I)=C1)OC1=CC(I)=C(C=C1)O)=O (Methylphosphinopropionyltriiodothyronine methyl ester). Reaction SMILES: Cl.[CH3:2][O:3][C:4](=[O:25])[C@H:5]([CH2:7][C:8]1[CH:15]=[C:13]([I:14])[C:12]([O:16][C:17]2[CH:23]=[CH:22][C:21]([OH:24])=[C:19]([I:20])[CH:18]=2)=[C:10]([I:11])[CH:9]=1)[NH2:6].C1(N=C=NC2CCCCC2)CCCCC1.[CH3:41][PH:42][CH:43](C)C(O)=O.C(N1[CH2:55][CH2:54][O:53]CC1)C>CN(C)C=O>[CH3:2][O:3][C:4](=[O:25])[C@H:5]([CH2:7][C:8]1[CH:15]=[C:13]([I:14])[C:12]([O:16][C:17]2[CH:23]=[CH:22][C:21]([OH:24])=[C:19]([I:20])[CH:18]=2)=[C:10]([I:11])[CH:9]=1)[NH:6][C:54](=[O:53])[CH2:55][CH2:41][PH:42][CH3:43] |f:0.1|. Procedure: 360 mg (0.52 millimole) of triiodothyronine methyl ester hydrochloride and 220 mg (1.07 millimoles) of dicyclohexylcarbodiimide, dissolved in 0.5 ml of dimethylformamide, are added successively to the solution of 110 mg of methylphosphinopropionic acid (0.72 millimole) and 0.3 ml (2.35 millimoles) of N-ethylmorpholine in 2 ml of dimethylformamide with stirring, ice cooling and exclusion of moisture. The mixture is allowed to warm to room temperature with stirring, and the precipitated dicyclohex...